Dataset: the Open Reaction Database (ORD), a public repository of structured organic reaction records. Task: describe an organic reaction: reactants, conditions, products, and yield The reactants are Brc1ccc2ccc3cccc4ccc1c2c34, C1CCOC1, [Li]CCCC, [Cl-], [Cl-], [NH4+], c1ccc(Pc2ccccc2)cc1. Product: c1ccc(P(c2ccccc2)c2ccc3ccc4cccc5ccc2c3c45)cc1. RXN SMILES: [Br:1][c:2]1[cH:3][cH:4][c:5]2[cH:6][cH:7][c:8]3[cH:9][cH:10][cH:11][c:12]4[cH:13][cH:14][c:15]1[c:16]2[c:17]34.[CH2:39]1[O:40][CH2:41][CH2:42][CH2:43]1.[CH3:18][CH2:19][CH2:20][CH2:21][Li:22].[Cl-:23].[Cl-:37].[NH4+:38].[c:24]1([PH:30][c:31]2[cH:32][cH:33][cH:34][cH:35][cH:36]2)[cH:25][cH:26][cH:27][cH:28][cH:29]1>>[c:2]1([P:30]([c:24]2[cH:25][cH:26][cH:27][cH:28][cH:29]2)[c:31]2[cH:32][cH:33][cH:34][cH:35][cH:36]2)[cH:3][cH:4][c:5]2[cH:6][cH:7][c:8]3[cH:9][cH:10][cH:11][c:12]4[cH:13][cH:14][c:15]1[c:16]2[c:17]34. The reactants are O=C1CCC(=O)C1, C1CCOC1, CC1(C)Oc2ccc(C#N)cc2C2OC21C, [H-], [Na+]. Yields the product CC1(C)Oc2ccc(C#N)cc2C(OC2=CC(=O)CC2)C1(C)O. Reaction SMILES: [C:1]1(=[O:7])[CH2:2][C:3](=[O:6])[CH2:4][CH2:5]1.[CH2:26]1[O:27][CH2:28][CH2:29][CH2:30]1.[CH3:10][C:11]1([CH3:25])[O:12][c:13]2[cH:14][cH:15][c:16]([C:23]#[N:24])[cH:17][c:18]2[CH:19]2[C:20]1([CH3:22])[O:21]2.[H-:9].[Na+:8]>>[C:1]1(=[O:7])[CH:2]=[C:3]([O:6][CH:19]2[c:18]3[c:13]([cH:14][cH:15][c:16]([C:23]#[N:24])[cH:17]3)[O:12][C:11]([CH3:10])([CH3:25])[C:20]2([OH:21])[CH3:22])[CH2:4][CH2:5]1. Reactants: CC(C)(C#N)c1cc(Cn2cncn2)ccc1Br, [C-]#N, CN(C)C=O, N#C[K]. Product: CC(C)(C#N)c1cc(Cn2cncn2)ccc1C#N. As a reaction SMILES: [Br:1][c:2]1[c:3]([C:14]([C:15]#[N:16])([CH3:17])[CH3:18])[cH:4][c:5]([CH2:8][n:9]2[n:10][cH:11][n:12][cH:13]2)[cH:6][cH:7]1.[C-:19]#[N:20].[CH3:24][N:25]([CH3:26])[CH:27]=[O:28].[K:21][C:22]#[N:23]>>[c:2]1([C:22]#[N:23])[c:3]([C:14]([C:15]#[N:16])([CH3:17])[CH3:18])[cH:4][c:5]([CH2:8][n:9]2[n:10][cH:11][n:12][cH:13]2)[cH:6][cH:7]1. Reactants: CCOC(C)=O, O=C1CC(c2cccnc2F)CN1, [H-], CI, [Na+], CN(C)C=O. The product is CN1CC(c2cccnc2F)CC1=O. As a reaction SMILES: [CH3:23][CH2:24][O:25][C:26]([CH3:27])=[O:28].[F:1][c:2]1[n:3][cH:4][cH:5][cH:6][c:7]1[CH:8]1[CH2:9][C:10](=[O:13])[NH:11][CH2:12]1.[H-:16].[I:14][CH3:15].[Na+:17].[O:18]=[CH:19][N:20]([CH3:21])[CH3:22]>>[F:1][c:2]1[n:3][cH:4][cH:5][cH:6][c:7]1[CH:8]1[CH2:9][C:10](=[O:13])[N:11]([CH3:15])[CH2:12]1. Reactants: C1(=CC=CC=C1)C(=O)C1=C(C=NC=C1)Cl (3-Chloro-4-pyridyl phenyl ketone), C(CCC)C1(NC1)CC (2-butyl-2-ethylaziridine), O.S.[Na] (sodium hydrogen sulfide hydrate). Run in CS(=O)C (dimethylsulfoxide), C(C)OCC (diethyl ether). Reaction conditions: time 48 hour. Yields the product C1(=CC=CC=C1)C(=O)C1=C(C=NC=C1)SCC(CCCC)(CC)N ((±)-3-((2-Amino-2-ethylhexyl)thio)-4-pyridyl phenyl ketone). Isolated yield 27.7%. As a reaction SMILES: [C:1]1([C:7]([C:9]2[CH:14]=[CH:13][N:12]=[CH:11][C:10]=2Cl)=[O:8])[CH:6]=[CH:5][CH:4]=[CH:3][CH:2]=1.[CH2:16]([C:20]1([CH2:23][CH3:24])[CH2:22][NH:21]1)[CH2:17][CH2:18][CH3:19].O.[SH2:26].[Na]>CS(C)=O.C(OCC)C>[C:1]1([C:7]([C:9]2[CH:14]=[CH:13][N:12]=[CH:11][C:10]=2[S:26][CH2:22][C:20]([NH2:21])([CH2:23][CH3:24])[CH2:16][CH2:17][CH2:18][CH3:19])=[O:8])[CH:6]=[CH:5][CH:4]=[CH:3][CH:2]=1 |f:2.3.4,^1:26|. Reported procedure: A mixture of the product from step (b) (4.3 g), 2-butyl-2-ethylaziridine (2.54 g, Synthetic Example 1(f)), and sodium hydrogen sulfide hydrate (1.48 g) in dimethylsulfoxide was stirred 48 hours at ambient temperature. The reaction mixture was diluted with diethyl ether and washed with aqueous sodium hydroxide, dried, filtered and evaporated to a yellow viscous oil. The oil was chromatographed on silica gel using ethyl acetate-ethanol (3:1) as eluant to give a yellow viscous oil (1.87 g). 1H NMR ... Reactants: [OH-].[Na+] (NaOH), C1(CCCC1)OC=1C=C(C=CC1OCC1CC1)C1CC(N(C1)C=1C=C(C#N)C=CC1)=O (3-[4-(3-cyclopentyloxy-4-cyclopropylmethoxy-phenyl)-2-oxo-pyrrolidin-1-yl]benzonitrile), OO (H2O2). Run in CCO (EtOH). Conditions: temperature 47.5 celsius, time 4 hour. Product: C1(CCCC1)OC=1C=C(C=CC1OCC1CC1)C1CC(N(C1)C=1C=C(C(=O)N)C=CC1)=O (3-[4-(3-cyclopentyloxy-4-cyclopropylmethoxyphenyl)-2-oxo-pyrrolidin-1-yl]benzamide). Yield: 87.0%. As a reaction SMILES: [CH:1]1([O:6][C:7]2[CH:8]=[C:9]([CH:18]3[CH2:22][N:21]([C:23]4[CH:24]=[C:25]([CH:28]=[CH:29][CH:30]=4)[C:26]#[N:27])[C:20](=[O:31])[CH2:19]3)[CH:10]=[CH:11][C:12]=2[O:13][CH2:14][CH:15]2[CH2:17][CH2:16]2)[CH2:5][CH2:4][CH2:3][CH2:2]1.[OH-:32].[Na+].OO>CCO>[CH:1]1([O:6][C:7]2[CH:8]=[C:9]([CH:18]3[CH2:22][N:21]([C:23]4[CH:24]=[C:25]([CH:28]=[CH:29][CH:30]=4)[C:26]([NH2:27])=[O:32])[C:20](=[O:31])[CH2:19]3)[CH:10]=[CH:11][C:12]=2[O:13][CH2:14][CH:15]2[CH2:17][CH2:16]2)[CH2:2][CH2:3][CH2:4][CH2:5]1 |f:1.2|. Procedure details: To a dry round bottom flask was added 3-[4-(3-cyclopentyloxy-4-cyclopropylmethoxy-phenyl)-2-oxo-pyrrolidin-1-yl]benzonitrile (1 mmol) in 10 mL EtOH. This mixture was then heated, and 50 μL of 25% NaOH solution followed by 0.5 mL 30% H2O2 was added to the solution. The mixture was stirred at 45 to 50° C. for 4 h, cooled to r.t., and concentrated under reduced pressure. The residue was dissolved in EtOAc (or CH3Cl), washed with saturated NH4Cl, dried over MgSO4, and concentrated under reduced pres... The reactants are BrC=1C=C(C=CC1)C1OCCCN(C1)[C@H](C)C1=CC=CC=C1 (2-(3-bromophenyl)-4-((R)-1-phenylethyl)-[1,4]oxazepane), ClC(=O)OC(C)Cl (1-chloroethyl chloroformate), CO (methanol). Run in ClCCCl (1,2-dichloroethane). Product: BrC=1C=C(C=CC1)C1OCCCNC1 (2-(3-bromophenyl)-[1,4]oxazepane). The yield is 111.0%. As a reaction SMILES: [Br:1][C:2]1[CH:3]=[C:4]([CH:8]2[CH2:14][N:13]([C@@H](C3C=CC=CC=3)C)[CH2:12][CH2:11][CH2:10][O:9]2)[CH:5]=[CH:6][CH:7]=1.ClC(OC(Cl)C)=O.CO>ClCCCl>[Br:1][C:2]1[CH:3]=[C:4]([CH:8]2[CH2:14][NH:13][CH2:12][CH2:11][CH2:10][O:9]2)[CH:5]=[CH:6][CH:7]=1. Procedure details: To a solution of diastereomerically pure 2-(3-bromophenyl)-4-((R)-1-phenylethyl)-[1,4]oxazepane (8.92 g, 24.8 mmol) in 1,2-dichloroethane (42 ml) was added 1-chloroethyl chloroformate (8.85 g, 61.9 mmol) at room temperature. The mixture was refluxed for 5 hours and cooled to room temperature. After methanol (20 ml) was added, the solution was refluxed for another 5 hours. The mixture was concentrated under reduced pressure to afford the crude product. This crude product was washed with ether, dr...